This data is from the Open Reaction Database (ORD), a public repository of structured organic reaction records. The task is: describe an organic reaction: reactants, conditions, products, and yield The reactants are BrCCCc1ccncc1, Br, CCOCC, CC#N, O=C(OC1CN2CCC1CC2)C1(c2ccccc2)CCCCCC1, [Na+], [OH-]. Yields the product [Br-], O=C(OC1C[N+]2(CCCc3ccncc3)CCC1CC2)C1(c2ccccc2)CCCCCC1. RXN SMILES: [Br:2][CH2:3][CH2:4][CH2:5][c:6]1[cH:7][cH:8][n:9][cH:10][cH:11]1.[BrH:1].[CH3:38][CH2:39][O:40][CH2:41][CH3:42].[CH3:43][C:44]#[N:45].[N:14]12[CH2:15][CH:16]([O:22][C:23](=[O:24])[C:25]3([c:32]4[cH:33][cH:34][cH:35][cH:36][cH:37]4)[CH2:26][CH2:27][CH2:28][CH2:29][CH2:30][CH2:31]3)[CH:17]([CH2:18][CH2:19]1)[CH2:20][CH2:21]2.[Na+:13].[OH-:12]>>[Br-:2].[CH2:3]([CH2:4][CH2:5][c:6]1[cH:7][cH:8][n:9][cH:10][cH:11]1)[N+:14]12[CH2:15][CH:16]([O:22][C:23](=[O:24])[C:25]3([c:32]4[cH:33][cH:34][cH:35][cH:36][cH:37]4)[CH2:26][CH2:27][CH2:28][CH2:29][CH2:30][CH2:31]3)[CH:17]([CH2:18][CH2:19]1)[CH2:20][CH2:21]2. The reactants are C1CC(N2CCCNCC2)C1, Cl, Cl, O=C(Cl)C1CC1c1ccccc1. Yields the product O=C(C1CC1c1ccccc1)N1CCCN(C2CCC2)CC1. RXN SMILES: [CH:15]1([N:19]2[CH2:20][CH2:21][NH:22][CH2:23][CH2:24][CH2:25]2)[CH2:16][CH2:17][CH2:18]1.[ClH:13].[ClH:14].[c:1]1([CH:7]2[CH:8]([C:10](=[O:11])[Cl:12])[CH2:9]2)[cH:2][cH:3][cH:4][cH:5][cH:6]1>>[c:1]1([CH:7]2[CH:8]([C:10](=[O:11])[N:22]3[CH2:21][CH2:20][N:19]([CH:15]4[CH2:16][CH2:17][CH2:18]4)[CH2:25][CH2:24][CH2:23]3)[CH2:9]2)[cH:2][cH:3][cH:4][cH:5][cH:6]1. Product: FC(C(=O)OCC=1C2=C(SC1)C=C(C=C2)C)(F)F ((6-methylbenzo[b]thiophen-3-yl)methyl 2,2,2-trifluoroacetate). The reactants are three, C1(=CC=CC=C1)C (toluene), FC(C(=O)OCC=1C2=C(SC1)C=CC=C2C)(F)F ((4-methylbenzo[b]thiophen-3-yl)methyl 2,2,2-trifluoroacetate). Reported procedure: A mechanical stirrer, a 200-mL dropping funnel and an internal thermometer were attached to a 3000-mL three neck flask. A solution obtained by dissolving the mixture (300.00 g) of the (4-methylbenzo[b]thiophen-3-yl)methyl 2,2,2-trifluoroacetate and the (6-methylbenzo[b]thiophen-3-yl)methyl 2,2,2-trifluoroacetate obtained by the reaction in Example 3 in 1500 mL of toluene was introduced into the flask, which was dipped in a water bath. Into the flask, was introduced 30.00 g of sodium borohydride.... As a reaction SMILES: [F:1][C:2]([F:18])([F:17])[C:3]([O:5][CH2:6][C:7]1[C:8]2[C:15](C)=[CH:14][CH:13]=[CH:12][C:9]=2[S:10][CH:11]=1)=[O:4].[C:19]1(C)C=CC=CC=1>>[F:18][C:2]([F:1])([F:17])[C:3]([O:5][CH2:6][C:7]1[C:8]2[CH:15]=[CH:14][C:13]([CH3:19])=[CH:12][C:9]=2[S:10][CH:11]=1)=[O:4]. The reactants are COC(=O)c1c(C)cccc1COc1cccc(OCc2ccc3ccccc3c2)c1, CS(C)=O. The product is Cc1cccc(COc2cccc(OCc3ccc4ccccc4c3)c2)c1C(=O)O. As a reaction SMILES: [CH3:1][O:2][C:3]([c:4]1[c:5]([CH3:30])[cH:6][cH:7][cH:8][c:9]1[CH2:10][O:11][c:12]1[cH:13][c:14]([O:18][CH2:19][c:20]2[cH:21][c:22]3[cH:23][cH:24][cH:25][cH:26][c:27]3[cH:28][cH:29]2)[cH:15][cH:16][cH:17]1)=[O:31].[CH3:32][S:33]([CH3:34])=[O:35]>>[O:2]=[C:3]([c:4]1[c:5]([CH3:30])[cH:6][cH:7][cH:8][c:9]1[CH2:10][O:11][c:12]1[cH:13][c:14]([O:18][CH2:19][c:20]2[cH:21][c:22]3[cH:23][cH:24][cH:25][cH:26][c:27]3[cH:28][cH:29]2)[cH:15][cH:16][cH:17]1)[OH:31].